This data is from the Open Reaction Database (ORD), a public repository of structured organic reaction records. The task is: describe an organic reaction: reactants, conditions, products, and yield Starting materials: ClC1=CC(=C(C=C1Cl)N)[N+](=O)[O-] (4,5-dichloro-2-nitro-phenylamine), CN(C)C=O (DMF), C(=O)([O-])[O-].[K+].[K+] (K2CO3), C1(=CC=CC=C1)CS (phenyl-methanethiol). Run in CCOC(=O)C (EtOAc). Run at temperature 70 celsius. The product is C(C1=CC=CC=C1)SC=1C(=CC(=C(C1)N)[N+](=O)[O-])Cl (5-benzylsulfanyl-4-chloro-2-nitro-phenylamine). The yield is 55.9%. Reaction SMILES: [Cl:1][C:2]1[C:7](Cl)=[CH:6][C:5]([NH2:9])=[C:4]([N+:10]([O-:12])=[O:11])[CH:3]=1.CN(C=O)C.C([O-])([O-])=O.[K+].[K+].[C:24]1([CH2:30][SH:31])[CH:29]=[CH:28][CH:27]=[CH:26][CH:25]=1>CCOC(C)=O>[CH2:30]([S:31][C:7]1[C:2]([Cl:1])=[CH:3][C:4]([N+:10]([O-:12])=[O:11])=[C:5]([NH2:9])[CH:6]=1)[C:24]1[CH:29]=[CH:28][CH:27]=[CH:26][CH:25]=1 |f:2.3.4|. Reported procedure: To a mixture of 4,5-dichloro-2-nitro-phenylamine (3.00 g, 14.5 mmol) and DMF (72 mL) was added K2CO3 (5.31 g, 29.0 mmol) and phenyl-methanethiol (3.94 g, 31.7 mmol). The mixture was heated to 70° C. for 18 h and then cooled to 23° C. The reaction mixture was dissolved in EtOAc (200 mL), washed with saturated sodium bicarbonate solution (100 mL), washed with brine (3×100 mL). The organic layers were combined, dried, filtered, and concentrated under reduced pressure. The residue was purified (FCC)... Reactants: C1(=CC=CC=C1)N1CCN(CC1)CC\C=C/C1=CC=C(C=C1)C1=NC2=C(N1)C=CC=C2 ((Z)-2-[4-[4-(4-Phenyl-1-piperazinyl)-1-butenyl]phenyl]-1H-benzimidazole). Reagents/catalysts: [Pd] (palladium on carbon). The solvent is CO (methanol). Product: N (ammonia), C1(=CC=CC=C1)N1CCN(CC1)CCCCC1=CC=C(C=C1)C1=NC2=C(N1)C=CC=C2 (2-[4-[4-(4-Phenyl-1-piperazinyl)butyl]phenyl]1H-benzimidazole). The yield is 123.4%. As a reaction SMILES: [C:1]1([N:7]2[CH2:12][CH2:11][N:10]([CH2:13][CH2:14]/[CH:15]=[CH:16]\[C:17]3[CH:22]=[CH:21][C:20]([C:23]4[NH:27][C:26]5[CH:28]=[CH:29][CH:30]=[CH:31][C:25]=5[N:24]=4)=[CH:19][CH:18]=3)[CH2:9][CH2:8]2)[CH:6]=[CH:5][CH:4]=[CH:3][CH:2]=1>[Pd].CO>[NH3:7].[C:1]1([N:7]2[CH2:12][CH2:11][N:10]([CH2:13][CH2:14][CH2:15][CH2:16][C:17]3[CH:22]=[CH:21][C:20]([C:23]4[NH:24][C:25]5[CH:31]=[CH:30][CH:29]=[CH:28][C:26]=5[N:27]=4)=[CH:19][CH:18]=3)[CH2:9][CH2:8]2)[CH:2]=[CH:3][CH:4]=[CH:5][CH:6]=1. Procedure: (Z)-2-[4-[4-(4-Phenyl-1-piperazinyl)-1-butenyl]phenyl]-1H-benzimidazole (Example 21) (0.5 g) is hydrogenated with 5% palladium on carbon (0.1 g) in methanol (10 mL) and filtered. The filtrate is evaporated and the residue is purified by MPLC on silica gel eluting with 100:8:1 dichloromethane: ethanol:0.880 aqueous ammonia to give 0.31 g of the title compound as a white solid; mp 239°-243° C. The reactants are COc1cc[nH]c1C=C1C(=O)Nc2ccc([N+](=O)[O-])c(Br)c21, [Na+], [Na+], O=C([O-])[O-], CN(C)C=O, O, OB(O)c1ccc2[nH]ccc2c1. The product is COc1cc[nH]c1C=C1C(=O)Nc2ccc([N+](=O)[O-])c(-c3ccc4[nH]ccc4c3)c21. RXN SMILES: [Br:1][c:2]1[c:3]2[c:7]([cH:8][cH:9][c:10]1[N+:11](=[O:12])[O-:13])[NH:6][C:5](=[O:14])[C:4]2=[CH:15][c:16]1[nH:17][cH:18][cH:19][c:20]1[O:21][CH3:22].[Na+:35].[Na+:36].[O-:37][C:38](=[O:39])[O-:40].[O:41]=[CH:42][N:43]([CH3:44])[CH3:45].[OH2:46].[nH:23]1[cH:24][cH:25][c:26]2[cH:27][c:28]([B:32]([OH:33])[OH:34])[cH:29][cH:30][c:31]12>>[c:2]1(-[c:28]2[cH:27][c:26]3[cH:25][cH:24][nH:23][c:31]3[cH:30][cH:29]2)[c:3]2[c:7]([cH:8][cH:9][c:10]1[N+:11](=[O:12])[O-:13])[NH:6][C:5](=[O:14])[C:4]2=[CH:15][c:16]1[nH:17][cH:18][cH:19][c:20]1[O:21][CH3:22].